From a dataset of the Open Reaction Database (ORD), a public repository of structured organic reaction records. describe an organic reaction: reactants, conditions, products, and yield Starting materials: CC1(O[C@@H]([C@@H](O1)CC(C)C)C=C)C ((4S,5R)-2,2-Dimethyl-4-isobutyl-5-vinyl-1,3-dioxolane), O=[O+][O-] (ozone). Solvent: ClCCl (dichloromethane). Conditions: time 8 hour. Product: CC1(O[C@H]([C@@H](O1)CC(C)C)C=O)C ((4S,5R)-2,2-Dimethyl-4-isobutyl-5-formyl-1,3-dioxolane). RXN SMILES: [CH3:1][C:2]1([CH3:13])[O:6][C@@H:5]([CH2:7][CH:8]([CH3:10])[CH3:9])[C@@H:4]([CH:11]=C)[O:3]1.[O:14]=[O+][O-]>ClCCl>[CH3:13][C:2]1([CH3:1])[O:6][C@@H:5]([CH2:7][CH:8]([CH3:9])[CH3:10])[C@H:4]([CH:11]=[O:14])[O:3]1. Procedure details: A dichloromethane solution of the product of Example 16B (1 g) is cooled to -78° C. and a stream of ozone is passed through the solution until a blue color persists. Excess ozone is removed with nitrogen ebullition and dimethyl sulfide (1 mL) is added. The reaction is allowed to warm to room temperature and stirred overnight. The solvents are removed under reduced pressure, and the title compound is obtained following purification by silica gel chromatography. Reactants: ICCCCCC (1-iodohexane), C(C1=CC=CC=C1)(=O)CC(C)=O (benzoylacetone), [Li+].CC(C)[N-]C(C)C (LDA). The solvent is C1CCOC1 (THF), C1CCOC1 (THF). Conditions: temperature 0 celsius, time 3 hour. The product is C1(=CC=CC=C1)C(CC(CCCCCCC)=O)=O (1(phenyl)-1,3decanedione). Reaction SMILES: [C:1]([CH2:9][C:10](=[O:12])[CH3:11])(=[O:8])[C:2]1[CH:7]=[CH:6][CH:5]=[CH:4][CH:3]=1.[Li+].CC([N-]C(C)C)C.I[CH2:22][CH2:23][CH2:24][CH2:25][CH2:26][CH3:27]>C1COCC1>[C:2]1([C:1](=[O:8])[CH2:9][C:10](=[O:12])[CH2:11][CH2:22][CH2:23][CH2:24][CH2:25][CH2:26][CH3:27])[CH:7]=[CH:6][CH:5]=[CH:4][CH:3]=1 |f:1.2|. Procedure details: To a solution of 1 g (6.1 mmol) of benzoylacetone in 6 mL of THF at −78° C. was added 8.2 mL (12.3 mmol) of a 1.5 M LDA solution in THF. Warmed to 0° C. over 2 h, then 2.6 mL (12.3 mmol) of 1-iodohexane was added. The mixture was stirred at rt for 3 h before quenching with saturated aqueous NH4Cl solution and dilution with Et2O. The organics were dried (Na2SO4), filtered, concentrated, and purified by silica gel chromatography (15/1 hexanes/Et2O) to yield Intermediate 19: TLC Rf=0.52 (1/10 Et2O/... Starting materials: N1[C@H](C(=O)O)CCC1.C(C1=CC=CC=C1)NC([C@@H](N)[C@@H](C)CC)=O (L-proline L-isoleucine benzylamide), O(C1=CC=CC=C1)CCOC1=CC=C(C=C1)C(CCl)=O (4'-phenoxyethoxy-2-chloroacetophenone), O(C1=CC=CC=C1)CCOC1=CC=C(C(=O)O)C=C1 (4-(2-phenoxyethoxy)benzoic acid). Product: O=C(CN1[C@H](C(=O)N(C([C@@H](N)[C@@H](C)CC)=O)CC2=CC=CC=C2)CCC1)C1=CC=C(C=C1)OCCOC1=CC=CC=C1 (L-isoleucine, N-[1-{2-oxo-2-[4-(2-phenoxyethoxy)-phenyl]-ethyl}-L-prolyl] benzylamide). As a reaction SMILES: [NH:1]1[CH2:8][CH2:7][CH2:6][C@H:2]1[C:3]([OH:5])=O.[CH2:9]([NH:16][C:17](=[O:24])[C@H:18]([C@H:20]([CH2:22][CH3:23])[CH3:21])[NH2:19])[C:10]1[CH:15]=[CH:14][CH:13]=[CH:12][CH:11]=1.[O:25]([CH2:32][CH2:33][O:34][C:35]1[CH:40]=[CH:39][C:38]([C:41](=[O:44])[CH2:42]Cl)=[CH:37][CH:36]=1)[C:26]1[CH:31]=[CH:30][CH:29]=[CH:28][CH:27]=1.O(CCOC1C=CC(C(O)=O)=CC=1)C1C=CC=CC=1>>[O:44]=[C:41]([C:38]1[CH:39]=[CH:40][C:35]([O:34][CH2:33][CH2:32][O:25][C:26]2[CH:31]=[CH:30][CH:29]=[CH:28][CH:27]=2)=[CH:36][CH:37]=1)[CH2:42][N:1]1[CH2:8][CH2:7][CH2:6][C@H:2]1[C:3]([N:16]([CH2:9][C:10]1[CH:15]=[CH:14][CH:13]=[CH:12][CH:11]=1)[C:17](=[O:24])[C@H:18]([C@H:20]([CH2:22][CH3:23])[CH3:21])[NH2:19])=[O:5] |f:0.1|. Procedure: Using the procedure described in Example 5, treatment of L-proline-L-isoleucine benzylamide (200 mg, 0.63 mmol) with 4'-phenoxyethoxy-2-chloroacetophenone, (275 mg, 0.95 mmol, 1.5 eq; prepared from 4-(2-phenoxyethoxy)benzoic acid by the method described in example 1), provided 80 mg of L-isoleucine, N-[1-{2-oxo-2-[4-(2-phenoxyethoxy)-phenyl]-ethyl}-L-prolyl] benzylamide as a crystalline solid. The reactants are NCCCNCCCCNCCCN (spermine), C(C1=CC=CC=C1)OC1=C(C=CC(=C1)OCC1=CC=CC=C1)CC(=O)OC1=CC=C(C=C1)[N+](=O)[O-] (para-nitrophenyl 2,4-dibenzyloxyphenylacetate). The solvent is N,N-dimethylformamide anhydride, N,N-dimethylformamide anhydride. Yields the product C(C1=CC=CC=C1)OC(C(=O)NCCCNCCCCNCCCN)C1=CC=C(C=C1)OCC1=CC=CC=C1 (2,4-dibenzyloxyphenylacetylspermine). Yield: 126.9%. As a reaction SMILES: [NH2:1][CH2:2][CH2:3][CH2:4][NH:5][CH2:6][CH2:7][CH2:8][CH2:9][NH:10][CH2:11][CH2:12][CH2:13][NH2:14].C(O[C:23]1[CH:28]=[C:27]([O:29][CH2:30][C:31]2[CH:36]=[CH:35][CH:34]=[CH:33][CH:32]=2)[CH:26]=[CH:25][C:24]=1[CH2:37][C:38](OC1C=CC([N+]([O-])=O)=CC=1)=[O:39])C1C=CC=CC=1>>[CH2:30]([O:29][CH:37]([C:24]1[CH:23]=[CH:28][C:27]([O:29][CH2:30][C:31]2[CH:36]=[CH:35][CH:34]=[CH:33][CH:32]=2)=[CH:26][CH:25]=1)[C:38]([NH:14][CH2:13][CH2:12][CH2:11][NH:10][CH2:9][CH2:8][CH2:7][CH2:6][NH:5][CH2:4][CH2:3][CH2:2][NH2:1])=[O:39])[C:31]1[CH:36]=[CH:35][CH:34]=[CH:33][CH:32]=1. Reported procedure: To a solution of spermine (1,4-bis [{(3-amino) propyl}amino]butane, 460 mg) in N,N-dimethylformamide anhydride (5 ml) is added a solution of para-nitrophenyl 2,4-dibenzyloxyphenylacetate (100 mg) in N,N-dimethylformamide anhydride (5 ml). The resulting solution is concentrated to dryness under reduced pressure and thereto are added 5 % aqueous sodium hydrogencarbonate solution (0.1 ml) and then water (30 ml). The resulting precipitate is filtered and washed thoroughly with water, followed by dry... Starting materials: O=C(CCN1CC2N(C3=C(CN4C2=CC=C4)C=CC=C3)CC1)C (2-(3-oxo-n-butyl)-1,2,3,14b-tetrahydro-10H-pyrazino[1,2-a]pyrrolo[2,1-c][1,4]benzodiazepine), [OH-].[Na+] (sodium hydroxide), O (water), O (water), [Li] (lithium), C(C)OCC (diethyl ether). Run at time 8 hour. Product: C(\C=C\C(=O)O)(=O)O.OC(CCN1CC2N(C3=C(CN4C2=CC=C4)C=CC=C3)CC1)C (2-(3-hydroxy-n-butyl)-1,3,4,14b-tetrahydro-10H-pyrazino[1,2-a]pyrrolo[2,1-c][1,4]benzodiazepine monofumarate). RXN SMILES: [O:1]=[C:2]([CH3:23])[CH2:3][CH2:4][N:5]1[CH2:22][CH2:21][N:8]2[C:9]3[CH:20]=[CH:19][CH:18]=[CH:17][C:10]=3[CH2:11][N:12]3[CH:16]=[CH:15][CH:14]=[C:13]3[CH:7]2[CH2:6]1.[Li].[OH2:25].[OH-:26].[Na+].C([O:30][CH2:31][CH3:32])C>>[C:31]([OH:30])(=[O:26])/[CH:32]=[CH:23]/[C:2]([OH:1])=[O:25].[OH:1][CH:2]([CH3:23])[CH2:3][CH2:4][N:5]1[CH2:22][CH2:21][N:8]2[C:9]3[CH:20]=[CH:19][CH:18]=[CH:17][C:10]=3[CH2:11][N:12]3[CH:16]=[CH:15][CH:14]=[C:13]3[CH:7]2[CH2:6]1 |f:3.4,6.7,^1:23|. Procedure: To a stirred solution of 3.1 g of 2-(3-oxo-n-butyl)-1,2,3,14b-tetrahydro-10H-pyrazino[1,2-a]pyrrolo[2,1-c][1,4]benzodiazepine (Example 24, No. 10) in 100 ml of diethyl ether is added 550 mg of lithium aluminumhydride in small portions. The mixture is stirred at room temperature overnight, combined with 0.6 ml of water, 0.6 ml of 15% aqueous sodium hydroxide and 0.6 ml of water in this order, filtered and evaporated. The residue is taken up in the minimum amount of isopropanol and the solution ne... The reactants are CC(C)=O, [I-], [K+], [K+], [Na+], O=C([O-])[O-], O=C(c1ccccc1)c1ccc(O)cc1, OCCCl. The product is O=C(c1ccccc1)c1ccc(OCCO)cc1. As a reaction SMILES: [CH3:28][C:29](=[O:30])[CH3:31].[I-:26].[K+:16].[K+:17].[Na+:27].[O-:18][C:19]([O-:20])=[O:21].[OH:1][c:2]1[cH:3][cH:4][c:5]([C:6](=[O:7])[c:8]2[cH:9][cH:10][cH:11][cH:12][cH:13]2)[cH:14][cH:15]1.[OH:22][CH2:23][CH2:24][Cl:25]>>[O:1]([c:2]1[cH:3][cH:4][c:5]([C:6](=[O:7])[c:8]2[cH:9][cH:10][cH:11][cH:12][cH:13]2)[cH:14][cH:15]1)[CH2:24][CH2:23][OH:22]. The reactants are C(C)OC(=O)C=1C(=C2C(=C(N1)Br)N(C(=C2Br)Br)CC2=CC(=CC=C2)OC)O (2,3,7-tribromo-1-(3-methoxy-benzyl)-4-hydroxy-1H-pyrrolo[2,3-c]pyridine-5-carboxylic acid ethyl ester), C(#N)[Cu] (CuCN). Yields the product C(C)OC(=O)C=1C(=C2C(=C(N1)C#N)N(C(=C2Br)Br)CC2=CC(=CC=C2)OC)O (2,3-Dibromo-7-cyano-1-(3-methoxy-benzyl)-4-hydroxy-1H-pyrrolo[2,3-c]pyridine-5-carboxylic acid ethyl ester). Reaction SMILES: [CH2:1]([O:3][C:4]([C:6]1[C:7]([OH:27])=[C:8]2[C:15]([Br:16])=[C:14]([Br:17])[N:13]([CH2:18][C:19]3[CH:24]=[CH:23][CH:22]=[C:21]([O:25][CH3:26])[CH:20]=3)[C:9]2=[C:10](Br)[N:11]=1)=[O:5])[CH3:2].[C:28]([Cu])#[N:29]>>[CH2:1]([O:3][C:4]([C:6]1[C:7]([OH:27])=[C:8]2[C:15]([Br:16])=[C:14]([Br:17])[N:13]([CH2:18][C:19]3[CH:24]=[CH:23][CH:22]=[C:21]([O:25][CH3:26])[CH:20]=3)[C:9]2=[C:10]([C:28]#[N:29])[N:11]=1)=[O:5])[CH3:2]. Reported procedure: Prepared in analogy to that of Example 105(a) from 2,3,7-tribromo-1-(3-methoxy-benzyl)-4-hydroxy-1H-pyrrolo[2,3-c]pyridine-5-carboxylic acid ethyl ester and CuCN. The title compound, ESI MS (m/z): 508 (M+H)+. Starting materials: CS(=O)(=O)OCCn1c2ccccc2c2c(N3CCCC3)nc(N3CCCC3)nc21, Cc1ccccc1C, c1c[nH]cn1. Product: c1ccc2c(c1)c1c(N3CCCC3)nc(N3CCCC3)nc1n2CCn1ccnc1. As a reaction SMILES: [CH3:1][S:2]([O:3][CH2:6][CH2:7][n:8]1[c:9]2[c:10]([c:11]3[cH:12][cH:13][cH:14][cH:15][c:16]13)[c:17]([N:26]1[CH2:27][CH2:28][CH2:29][CH2:30]1)[n:18][c:19]([N:21]1[CH2:22][CH2:23][CH2:24][CH2:25]1)[n:20]2)(=[O:4])=[O:5].[c:36]1([CH3:37])[c:38]([CH3:39])[cH:40][cH:41][cH:42][cH:43]1.[nH:31]1[cH:32][n:33][cH:34][cH:35]1>>[CH2:6]([CH2:7][n:8]1[c:9]2[c:10]([c:11]3[cH:12][cH:13][cH:14][cH:15][c:16]13)[c:17]([N:26]1[CH2:27][CH2:28][CH2:29][CH2:30]1)[n:18][c:19]([N:21]1[CH2:22][CH2:23][CH2:24][CH2:25]1)[n:20]2)[n:31]1[cH:32][n:33][cH:34][cH:35]1. Starting materials: CO (MeOH), P(=O)(OCC1=CC=CC=C1)(OCC1=CC=CC=C1)OCC([C@H](CC1=CC=CC=C1)NC([C@@H](NC(=O)OC(C)(C)C)CC(C)C)=O)=O (dibenzyl (3S)-[3-[(N-t-Butoxycarbonyl-L-leucyl)amino]-2-oxo-4-phenylbutyl] phosphate). The reagents and catalysts are [OH-].[OH-].[Pd+2] (Pd(OH)2). Run in C(Cl)Cl (CH2Cl2), C(C)(=O)OCC (ethyl acetate). Reaction conditions: time 4 hour. Yields the product P(=O)(O)(O)OCC([C@H](CC1=CC=CC=C1)NC([C@@H](NC(=O)OC(C)(C)C)CC(C)C)=O)=O (Dihydrogen (3S)-[3-[(N-t-Butoxycarbonyl-L-leucyl)amino]-2-oxo-4-phenylbutyl] phosphate). Yield: 36.8%. Reaction SMILES: [P:1]([O:19][CH2:20][C:21](=[O:46])[C@@H:22]([NH:30][C:31](=[O:45])[C@H:32]([CH2:41][CH:42]([CH3:44])[CH3:43])[NH:33][C:34]([O:36][C:37]([CH3:40])([CH3:39])[CH3:38])=[O:35])[CH2:23][C:24]1[CH:29]=[CH:28][CH:27]=[CH:26][CH:25]=1)([O:11]CC1C=CC=CC=1)([O:3]CC1C=CC=CC=1)=[O:2].CO>C(OCC)(=O)C.C(Cl)Cl.[OH-].[OH-].[Pd+2]>[P:1]([O:19][CH2:20][C:21](=[O:46])[C@@H:22]([NH:30][C:31](=[O:45])[C@H:32]([CH2:41][CH:42]([CH3:43])[CH3:44])[NH:33][C:34]([O:36][C:37]([CH3:38])([CH3:40])[CH3:39])=[O:35])[CH2:23][C:24]1[CH:29]=[CH:28][CH:27]=[CH:26][CH:25]=1)([OH:3])([OH:11])=[O:2] |f:4.5.6|. Procedure: A suspension of 30 mg of 20% Pd(OH)2 in a solution of dibenzyl (3S)-[3-[(N-t-Butoxycarbonyl-L-leucyl)amino]-2-oxo-4-phenylbutyl] phosphate (30 mg, 0.046 mmol) in 1.0 mL of ethyl acetate was stirred under H2 (1 atm) at room temperature for 4 hours. The catalyst was filtered through Celite™ and the filtrate was concentrated to give the crude product. Flash chromatography (10% MeOH in CH2Cl2) gave 8 mg of pure product. MS: 471 m/z (M-1).